Dataset: the Open Reaction Database (ORD), a public repository of structured organic reaction records. Task: describe an organic reaction: reactants, conditions, products, and yield The reactants are NC1=C(C(=O)N)C(=CC(=C1)OC)OC (2-Amino-4,6-dimethoxy-benzamide), C(=O)C1=CC=C(OCC(=O)N)C=C1 (2-(4-formyl-phenoxy)-acetamide), S(=O)(O)[O-].[Na+] (sodium hydrogen sulfite), O.C1(=CC=C(C=C1)S(=O)(=O)O)C (p-toluenesulfonic acid monohydrate). Run in CN(C(C)=O)C (N,N-dimethyl acetamide). The product is COC1=C2C(NC(=NC2=CC(=C1)OC)C1=CC=C(OCC(=O)N)C=C1)=O (2-(4-(5,7-dimethoxy-4-oxo-3,4-dihydroquinazolin-2-yl)phenoxy)acetamide). Isolated yield 27.3%. Reaction SMILES: [NH2:1][C:2]1[CH:10]=[C:9]([O:11][CH3:12])[CH:8]=[C:7]([O:13][CH3:14])[C:3]=1[C:4]([NH2:6])=[O:5].[CH:15]([C:17]1[CH:27]=[CH:26][C:20]([O:21][CH2:22][C:23]([NH2:25])=[O:24])=[CH:19][CH:18]=1)=O.S([O-])(O)=O.[Na+].O.C1(C)C=CC(S(O)(=O)=O)=CC=1>CN(C)C(=O)C>[CH3:14][O:13][C:7]1[CH:8]=[C:9]([O:11][CH3:12])[CH:10]=[C:2]2[C:3]=1[C:4](=[O:5])[NH:6][C:15]([C:17]1[CH:27]=[CH:26][C:20]([O:21][CH2:22][C:23]([NH2:25])=[O:24])=[CH:19][CH:18]=1)=[N:1]2 |f:2.3,4.5|. Reported procedure: 2-Amino-4,6-dimethoxy-benzamide (150 mg, 0.764 mmol), 2-(4-formyl-phenoxy)-acetamide (137 mg, 0.764 mmol), sodium hydrogen sulfite (150 mg, 58.5%) and p-toluenesulfonic acid monohydrate (15 mg) in N,N-dimethyl acetamide (15 mL) were heated to 150° C. overnight. N,N-dimethyl acetamide was removed under vacuum and the residue was poured into water (50 mL). The solid was filtered off and washed with methanol to yield 2-(4-(5,7-dimethoxy-4-oxo-3,4-dihydroquinazolin-2-yl)phenoxy)acetamide (74 mg, 27.... Starting materials: C(C)(C)(C)C1=CC(=C(C=C1)C=1N([C@]([C@](N1)(C)C1=CC=C(C=C1)Cl)(C)C1=CC=C(C=C1)Cl)C(=O)Cl)OCC ((4S,5R)-2-(4-tert-butyl-2-ethoxy-phenyl)-4,5-bis-(4-chloro-phenyl)-4,5-dimethyl-4,5-dihydro-imidazole-1-carbonyl chloride), C(C)(=O)N1CCNCC1 (1-acetyl-piperazine). Product: C(C)(C)(C)C1=CC(=C(C=C1)C=1N([C@]([C@](N1)(C)C1=CC=C(C=C1)Cl)(C)C1=CC=C(C=C1)Cl)C(=O)N1CCN(CC1)C(C)=O)OCC (1-{4-[(4S,5R)-2-(4-tert-Butyl-2-ethoxy-phenyl)-4,5-bis-(4-chloro-phenyl)-4,5-dimethyl-4,5-dihydro-imidazole-1-carbonyl]-piperazin-1-yl}-ethanone). Reaction SMILES: [C:1]([C:5]1[CH:10]=[CH:9][C:8]([C:11]2[N:12]([C:32](Cl)=[O:33])[C@@:13]([C:25]3[CH:30]=[CH:29][C:28]([Cl:31])=[CH:27][CH:26]=3)([CH3:24])[C@@:14]([C:17]3[CH:22]=[CH:21][C:20]([Cl:23])=[CH:19][CH:18]=3)([CH3:16])[N:15]=2)=[C:7]([O:35][CH2:36][CH3:37])[CH:6]=1)([CH3:4])([CH3:3])[CH3:2].[C:38]([N:41]1[CH2:46][CH2:45][NH:44][CH2:43][CH2:42]1)(=[O:40])[CH3:39]>>[C:1]([C:5]1[CH:10]=[CH:9][C:8]([C:11]2[N:12]([C:32]([N:44]3[CH2:45][CH2:46][N:41]([C:38](=[O:40])[CH3:39])[CH2:42][CH2:43]3)=[O:33])[C@@:13]([C:25]3[CH:30]=[CH:29][C:28]([Cl:31])=[CH:27][CH:26]=3)([CH3:24])[C@@:14]([C:17]3[CH:22]=[CH:21][C:20]([Cl:23])=[CH:19][CH:18]=3)([CH3:16])[N:15]=2)=[C:7]([O:35][CH2:36][CH3:37])[CH:6]=1)([CH3:2])([CH3:4])[CH3:3]. Procedure: In a manner analogous to the method described in example 5, (4S,5R)-2-(4-tert-butyl-2-ethoxy-phenyl)-4,5-bis-(4-chloro-phenyl)-4,5-dimethyl-4,5-dihydro-imidazole-1-carbonyl chloride (example 4) was reacted with 1-acetyl-piperazine (Aldrich) to give the title compound. LR-MS: 649.2 [(M+H)+] Reactants: N(=O)[O-].[Na+] (sodium nitrite), C([O-])(O)=O.[Na+] (sodium bicarbonate), Br.NC=1C(=C(C=C(C1)C)C1=CC=C(O1)C(=O)O)O (5-(3-amino-2-hydroxy-5-methyl-phenyl)-furan-2-carboxylic acid hydrobromide), CC=1CC(N(N1)C1=CC=2CCCCC2C=C1)=O (5-methyl-2-(5,6,7,8-tetrahydro-naphthalen-2-yl)-2,4-dihydro-pyrazol-3-one). The solvent is Cl (hydrochloric acid), C(C)O (ethanol). The product is OC1=C(C=C(C=C1NN=C1C(=NN(C1=O)C1=CC=2CCCCC2C=C1)C)C)C1=CC=C(O1)C(=O)O (5-(2-hydroxy-5-methyl-3-{N′-[3-methyl-5-oxo-1-(5,6,7,8-tetrahydro-naphthalen-2-yl)-1,5-dihydro-pyrazol-4-ylidene]-hydrazino}-phenyl)-furan-2-carboxylic acid). Yield: 34.9%. As a reaction SMILES: Br.[NH2:2][C:3]1[C:4]([OH:18])=[C:5]([C:10]2[O:14][C:13]([C:15]([OH:17])=[O:16])=[CH:12][CH:11]=2)[CH:6]=[C:7]([CH3:9])[CH:8]=1.[N:19]([O-])=O.[Na+].[CH3:23][C:24]1[CH2:25][C:26](=[O:39])[N:27]([C:29]2[CH:38]=[CH:37][C:36]3[CH2:35][CH2:34][CH2:33][CH2:32][C:31]=3[CH:30]=2)[N:28]=1.C(=O)(O)[O-].[Na+]>Cl.C(O)C>[OH:18][C:4]1[C:3]([NH:2][N:19]=[C:25]2[C:26](=[O:39])[N:27]([C:29]3[CH:38]=[CH:37][C:36]4[CH2:35][CH2:34][CH2:33][CH2:32][C:31]=4[CH:30]=3)[N:28]=[C:24]2[CH3:23])=[CH:8][C:7]([CH3:9])=[CH:6][C:5]=1[C:10]1[O:14][C:13]([C:15]([OH:17])=[O:16])=[CH:12][CH:11]=1 |f:0.1,2.3,5.6|. Procedure: 5-(3-Amino-2-hydroxy-5-methyl-phenyl)-furan-2-carboxylic acid hydrobromide 46c (120 mg, 0.38 mmol) was dissolved in 1.3 mL of 1 N hydrochloric acid upon cooling by an ice-water bath, followed by dropwise addition of 0.5 mL of aqueous sodium nitrite (29 mg, 0.42 mmol). After the mixture was reacted for 20 minutes, 5-methyl-2-(5,6,7,8-tetrahydro-naphthalen-2-yl)-2,4-dihydro-pyrazol-3-one 3i (78 mg, 0.34 mmol) was added. The mixture was adjusted to pH 8 with saturated aqueous sodium bicarbonate fol... Reactants: C(C)(=O)O[C@H]1C(O[C@@H]([C@H]([C@@H]1OC(C)=O)OC(C)=O)COC(C)=O)N=C=S (2,3,4,6-tetra-O-acetyl-D-glucopyranosyl isothiocyanate), CC1=C(C(=O)N(N1C)C=2C=CC=CC2)N (4-aminoantipyrine). The solvent is C1=CC=CC=C1 (benzene). The product is C(C)(=O)O[C@H]1[C@@H](O[C@@H]([C@H]([C@@H]1OC(C)=O)OC(C)=O)COC(C)=O)NC(=S)NC1=C(N(N(C1=O)C1=CC=CC=C1)C)C (1-(2,3,4,6-Tetra-O-acetyl-β-D-glucopyranosyl)-3-(2,3-dimethyl-1-phenyl-3-pyrazolin-5-one-4-yl)-2-thiourea). Reaction SMILES: [C:1]([O:4][C@@H:5]1[C@@H:10]([O:11][C:12](=[O:14])[CH3:13])[C@H:9]([O:15][C:16](=[O:18])[CH3:17])[C@@H:8]([CH2:19][O:20][C:21](=[O:23])[CH3:22])[O:7][CH:6]1[N:24]=[C:25]=[S:26])(=[O:3])[CH3:2].[CH3:27][C:28]1[N:33]([CH3:34])[N:32]([C:35]2[CH:36]=[CH:37][CH:38]=[CH:39][CH:40]=2)[C:30](=[O:31])[C:29]=1[NH2:41]>C1C=CC=CC=1>[C:1]([O:4][C@@H:5]1[C@@H:10]([O:11][C:12](=[O:14])[CH3:13])[C@H:9]([O:15][C:16](=[O:18])[CH3:17])[C@@H:8]([CH2:19][O:20][C:21](=[O:23])[CH3:22])[O:7][C@H:6]1[NH:24][C:25]([NH:41][C:29]1[C:30](=[O:31])[N:32]([C:35]2[CH:36]=[CH:37][CH:38]=[CH:39][CH:40]=2)[N:33]([CH3:34])[C:28]=1[CH3:27])=[S:26])(=[O:3])[CH3:2]. Procedure details: To 5 ml of anhydrous benzene were added 390 mg (1 mmol) of 2,3,4,6-tetra-O-acetyl-D-glucopyranosyl isothiocyanate and 200 mg (1 mmol) of 4-aminoantipyrine and the mixture was heated at 60°-70° C. for 4 hours and allowed to cool to room temperature. Crystals formed were filtered off and recrystallized from petroleum ether to give pure crystals melting between 148° and 150° C. (uncorrected). Yield: 300 mg (61%). Starting materials: CC(C)(C)NS(=O)(=O)C1=CC=CC=2C(SCC21)=O (1,3-dihydro-N-(1,1-dimethylethyl)-1-oxobenzo[c]thiophene-4-sulfonamide), B(F)(F)F.CCOCC (boron trifluoride etherate), solution. Run in O1CCCC1 (tetrahydrofuran). Conditions: time 8 hour. Product: CC(C)(C)NS(=O)(=O)C1=CC=CC=2CSCC21 (1,3-dihydro-N-(1,1-dimethylethyl)benzo[c]thiophene-4-sulfonamide). Yield: 47.3%. Reaction SMILES: [CH3:1][C:2]([NH:5][S:6]([C:9]1[C:17]2[CH2:16][S:15][C:14](=O)[C:13]=2[CH:12]=[CH:11][CH:10]=1)(=[O:8])=[O:7])([CH3:4])[CH3:3].B(F)(F)F.CCOCC>O1CCCC1>[CH3:4][C:2]([NH:5][S:6]([C:9]1[C:17]2[CH2:16][S:15][CH2:14][C:13]=2[CH:12]=[CH:11][CH:10]=1)(=[O:8])=[O:7])([CH3:1])[CH3:3] |f:1.2|. Procedure details: A suspension of 8.0 g of 1,3-dihydro-N-(1,1-dimethylethyl)-1-oxobenzo[c]thiophene-4-sulfonamide in a mixture of 15 ml of tetrahydrofuran, 25 ml of boron trifluoride etherate was cooled to 10° under N2, and 56 ml of a 1M solution of borane tetrahydrofuran complex was added dropwise at approximately 10°. The reaction mixture was allowed to warm to ambient temperature as a gas was evolved. When ambient temperature was reached, a slow exotherm to 31° occurred. When the exotherm subsided, the reactio... The reactants are FC1=CC(=C(CN2C=CC3=CC(=CC=C23)\C=C/2\C(NC(S2)=O)=O)C=C1)C(F)(F)F ((5Z)-5-({1-[4-fluoro-2-(trifluoromethyl)benzyl]-1H-indol-5-yl}methylidene)-2,4-dioxo-1,3-thiazolidine), Cl.CN(CCCl)C (2-(dimethylamino)ethyl chloride hydrochloride). Yields the product CN(CCN1C(S\C(\C1=O)=C/C=1C=C2C=CN(C2=CC1)CC1=C(C=C(C=C1)F)C(F)(F)F)=O)C ((5Z)-3-[2-(Dimethylamino)ethyl]-5-[(1-{[4-fluoro-2-(trifluoromethyl)-phenyl]methyl}-1H-indol-5-yl)methylidene]-1,3-thiazolidine-2,4-dione). RXN SMILES: [F:1][C:2]1[CH:25]=[CH:24][C:5]([CH2:6][N:7]2[C:15]3[C:10](=[CH:11][C:12](/[CH:16]=[C:17]4/[C:18](=[O:23])[NH:19][C:20](=[O:22])[S:21]/4)=[CH:13][CH:14]=3)[CH:9]=[CH:8]2)=[C:4]([C:26]([F:29])([F:28])[F:27])[CH:3]=1.Cl.[CH3:31][N:32]([CH3:36])[CH2:33][CH2:34]Cl>>[CH3:31][N:32]([CH3:36])[CH2:33][CH2:34][N:19]1[C:18](=[O:23])/[C:17](=[CH:16]/[C:12]2[CH:11]=[C:10]3[C:15](=[CH:14][CH:13]=2)[N:7]([CH2:6][C:5]2[CH:24]=[CH:25][C:2]([F:1])=[CH:3][C:4]=2[C:26]([F:29])([F:27])[F:28])[CH:8]=[CH:9]3)/[S:21][C:20]1=[O:22] |f:1.2|. Procedure details: (5Z)-3-[2-(Dimethylamino)ethyl]-5-[(1-{[4-fluoro-2-(trifluoromethyl)-phenyl]methyl}-1H-indol-5-yl)methylidene]-1,3-thiazolidine-2,4-dione was prepared from [(5Z)-5-({1-[4-fluoro-2-(trifluoromethyl)benzyl]-1H-indol-5-yl}methylidene)-2,4-dioxo-1,3-thiazolidine (from Example 249) and 2-(dimethylamino)ethyl chloride hydrochloride following General Procedure H. The reactants are NC(CC=1C=C(C=CC1)CO)(C)C ((3-(2-amino-2-methylpropyl)phenyl)methanol), CCN(C(C)C)C(C)C (Hunig's Base), C(C1=CC=CC=C1)OC=1C=CC(=C2C=CC(NC12)=O)[C@H](CBr)O[Si](C)(C)C(C)(C)C ((R)-8-(benzyloxy)-5-(2-bromo-1-(tert-butyldimethylsilyloxy)ethyl)quinolin-2 (1H)-one), NC(CC=1C=C(C=CC1)CO)(C)C ((3-(2-Amino-2-methylpropyl)phenyl)methanol), [I-].[Na+] (sodium iodide), CCN(C(C)C)C(C)C (Hunig's Base). Conditions: time 1 day. Procedure details: A mixture of (R)-8-(benzyloxy)-5-(2-bromo-1-(tert-butyldimethylsilyloxy)ethyl)quinolin-2 (1H)-one (0.518 g) and (3-(2-amino-2-methylpropyl)phenyl)methanol (0.19 g) (example 275, step c) and sodium iodide (0.159 g) and Hunig's Base (0.555 mL) in acetonitrile (3 mL) was heated at reflux under nitrogen for 2 days. Further (3-(2-amino-2-methylpropyl)phenyl)methanol (0.19 g) and Hunig's Base (0.185 mL) were added and heating at reflux continued for 1 day. The reaction mixture was cooled to room tempe... RXN SMILES: [CH2:1]([O:8][C:9]1[CH:10]=[CH:11][C:12]([C@@H:20]([O:23][Si:24]([C:27]([CH3:30])([CH3:29])[CH3:28])([CH3:26])[CH3:25])[CH2:21]Br)=[C:13]2[C:18]=1[NH:17][C:16](=[O:19])[CH:15]=[CH:14]2)[C:2]1[CH:7]=[CH:6][CH:5]=[CH:4][CH:3]=1.[NH2:31][C:32]([CH3:43])([CH3:42])[CH2:33][C:34]1[CH:35]=[C:36]([CH2:40][OH:41])[CH:37]=[CH:38][CH:39]=1.[I-].[Na+].CCN(C(C)C)C(C)C>C(#N)C>[CH2:1]([O:8][C:9]1[CH:10]=[CH:11][C:12]([C@@H:20]([O:23][Si:24]([C:27]([CH3:30])([CH3:29])[CH3:28])([CH3:26])[CH3:25])[CH2:21][NH:31][C:32]([CH3:43])([CH3:42])[CH2:33][C:34]2[CH:39]=[CH:38][CH:37]=[C:36]([CH2:40][OH:41])[CH:35]=2)=[C:13]2[C:18]=1[NH:17][C:16](=[O:19])[CH:15]=[CH:14]2)[C:2]1[CH:7]=[CH:6][CH:5]=[CH:4][CH:3]=1 |f:2.3|. Product: C(C1=CC=CC=C1)OC=1C=CC(=C2C=CC(NC12)=O)[C@H](CNC(CC1=CC(=CC=C1)CO)(C)C)O[Si](C)(C)C(C)(C)C ((R)-8-(Benzyloxy)-5-(1-(tert-butyldimethylsilyloxy)-2-(1-(3-(hydroxymethyl)phenyl)-2-methylpropan-2-ylamino)ethyl)quinolin-2(1H)-one). Solvent: C(C)#N (acetonitrile).